Dataset: the Open Reaction Database (ORD), a public repository of structured organic reaction records. Task: describe an organic reaction: reactants, conditions, products, and yield Reactants: NC1=C(C(=O)NC)C=CC=C1 (2-amino-N-methylbenzamide), C(C)(C)N(C(C)C)CC (N,N-diisopropylethylamine), ClC1=NC(=C(C=N1)Br)Cl (2,6-dichloro-5-bromopyrimidine). The solvent is C(C)(C)O (isopropyl alcohol). Product: ClC1=NC=C(C(=N1)NC1=C(C(=O)NC)C=CC=C1)Br (2-(2-chloro-5-bromo-pyrimidin-4-ylamino)-N-methyl-benzamide). The yield is 76.0%. Reaction SMILES: [Cl:1][C:2]1[N:7]=[CH:6][C:5]([Br:8])=[C:4](Cl)[N:3]=1.[NH2:10][C:11]1[CH:20]=[CH:19][CH:18]=[CH:17][C:12]=1[C:13]([NH:15][CH3:16])=[O:14].C(N(CC)C(C)C)(C)C>C(O)(C)C>[Cl:1][C:2]1[N:3]=[C:4]([NH:10][C:11]2[CH:20]=[CH:19][CH:18]=[CH:17][C:12]=2[C:13]([NH:15][CH3:16])=[O:14])[C:5]([Br:8])=[CH:6][N:7]=1. Reported procedure: In a similar fashion as outlined in Example 191a, 2,6-dichloro-5-bromopyrimidine was reacted with 2-amino-N-methylbenzamide and N,N-diisopropylethylamine in isopropyl alcohol (microwave −120° C., 10 minutes) to afford 2-(2-chloro-5-bromo-pyrimidin-4-ylamino)-N-methyl-benzamide as a yellow solid in 76% yield. MS: 342.96 (M+H); 1H NMR (d6-dmso): δ 11.96 (s, 1H), δ 8.85 (br s, 1H), δ 8.57 (s, 1H), δ 8.47 (d, J=9 Hz, 1H), δ 7.79 (d, J=8 Hz, 1H), δ 7.57 (t, J=8 Hz, 1H), δ 7.22 (t, J=8 Hz, 1H), δ 2.78... The reactants are C(C)(=O)NCCC1=CC(=CC=C1)OC (N-acetyl-3-methoxyphenethylamine), P(=O)(Cl)(Cl)Cl (phosphorus oxychloride), ice water. Run in C1(=CC=CC=C1)C (toluene). Reaction conditions: time 8 hour. Yields the product COC=1C=C2CCN=C(C2=CC1)C (3,4-Dihydro-6-methoxy-1-methylisoquinoline). Yield: 64.2%. Reaction SMILES: [C:1]([NH:4][CH2:5][CH2:6][C:7]1[CH:12]=[CH:11][CH:10]=[C:9]([O:13][CH3:14])[CH:8]=1)(=O)[CH3:2].P(Cl)(Cl)(Cl)=O>C1(C)C=CC=CC=1>[CH3:14][O:13][C:9]1[CH:8]=[C:7]2[C:12](=[CH:11][CH:10]=1)[C:1]([CH3:2])=[N:4][CH2:5][CH2:6]2. Procedure details: To a stirred solution of N-acetyl-3-methoxyphenethylamine (96.0 g, 0.497 m) in toluene (600 ml) at 15°-20° C. phosphorus oxychloride (190.5 g, 1.24 m) was added dropwise over 2 hours. The reaction was stirred overnight at room temperature, then poured into 1 liter of ice water. The organic layer was washed with dilute HCl (2×300 ml), and the aqueous layers were combined, basified, and extracted with CHCl3 (2×500 ml). The dried chloroform layer (MgSO4) was concentrated to an oil. The oil was diss...